From a dataset of the Open Reaction Database (ORD), a public repository of structured organic reaction records. describe an organic reaction: reactants, conditions, products, and yield Reactants: CC1(C=2C=CC(=CC2C(=CC1)C1=C(C=CC=C1)C)C#CC1=CC=C(C(=O)OCC)C=C1)C (ethyl 4-[(5,6-dihydro-5,5- dimethyl-8-(2-methylphenyl)-2-naphthalenyl)ethynyl]- benzoate), CC1(C=2C=CC(=CC2C(=CC1)C1=C(C=CC=C1)C)C#CC1=CC=C(C(=O)OCC)C=C1)C (ethyl 4-[(5,6-dihydro-5,5- dimethyl-8-(2-methylphenyl)-2-naphthalenyl)ethynyl]- benzoate), [OH-].[Na+] (NaOH). Run in CCO (EtOH), C1CCOC1 (THF). Conditions: temperature 50 celsius. Product: CC1(C=2C=CC(=CC2C(=CC1)C1=C(C=CC=C1)C)C#CC1=CC=C(C(=O)O)C=C1)C (4-[(5,6-Dihydro-5,5-dimethyl-8-(2-methylphenyl)-2-naphthalenyl)ethynyl]benzoic acid). RXN SMILES: [CH3:1][C:2]1([CH3:32])[CH2:11][CH:10]=[C:9]([C:12]2[CH:17]=[CH:16][CH:15]=[CH:14][C:13]=2[CH3:18])[C:8]2[CH:7]=[C:6]([C:19]#[C:20][C:21]3[CH:31]=[CH:30][C:24]([C:25]([O:27]CC)=[O:26])=[CH:23][CH:22]=3)[CH:5]=[CH:4][C:3]1=2.[OH-].[Na+]>CCO.C1COCC1>[CH3:1][C:2]1([CH3:32])[CH2:11][CH:10]=[C:9]([C:12]2[CH:17]=[CH:16][CH:15]=[CH:14][C:13]=2[CH3:18])[C:8]2[CH:7]=[C:6]([C:19]#[C:20][C:21]3[CH:22]=[CH:23][C:24]([C:25]([OH:27])=[O:26])=[CH:30][CH:31]=3)[CH:5]=[CH:4][C:3]1=2 |f:1.2|. Procedure: To a solution of ethyl 4-[(5,6-dihydro-5,5- dimethyl-8-(2-methylphenyl)-2-naphthalenyl)ethynyl]- benzoate (Compound 3) 80.0 mg (0.190 mmol) in 3 ml of EtOH and 2 ml of THF was added 60.0 mg (1.50 mmol, 1.50 ml) of NaOH (1.0 M aqueous solution). The solution was heated to 50° C. for 2 hours, cooled to room temperature, and acidified with 10% HCI. Extraction with EtOAc, followed by drying over Na2SO4, and removal of the solvents under reduced pressure afforded the title compound as a colorless sol...